Dataset: the Open Reaction Database (ORD), a public repository of structured organic reaction records. Task: describe an organic reaction: reactants, conditions, products, and yield Reactants: C(C)(C)(C)N(N)C(C1=CC=CC=C1)=O (N't-butyl-N'-benzoylhydrazine), CC1=CC=C(C=C1)N=C=O (p-methylphenylisocyanate). The solvent is C(C)OCC (diethylether), CCOCC (ether). Yields the product C(C)(C)(C)N(NC(=O)NC1=CC=C(C=C1)C)C(C1=CC=CC=C1)=O (N'-t-butyl-N'-benzoyl-N-[N-(4-tolyl)aminocarbonyl]hydrazine). Yield: 36.9%. As a reaction SMILES: [C:1]([N:5]([C:7](=[O:14])[C:8]1[CH:13]=[CH:12][CH:11]=[CH:10][CH:9]=1)[NH2:6])([CH3:4])([CH3:3])[CH3:2].[CH3:15][C:16]1[CH:21]=[CH:20][C:19]([N:22]=[C:23]=[O:24])=[CH:18][CH:17]=1>C(OCC)C>[C:1]([N:5]([C:7](=[O:14])[C:8]1[CH:9]=[CH:10][CH:11]=[CH:12][CH:13]=1)[NH:6][C:23]([NH:22][C:19]1[CH:20]=[CH:21][C:16]([CH3:15])=[CH:17][CH:18]=1)=[O:24])([CH3:4])([CH3:2])[CH3:3]. Reported procedure: N't-butyl-N'-benzoylhydrazine (0.8 g) and p-methylphenylisocyanate (0.9 g) were stirred in diethylether (10 ml) at 23° C. for 15 hours. The reaction mixture was diluted with ether and filtered to afford 0.5 g of solid product: m.p. 208°-210° C. The reactants are C1CCNCC1, CN1CCN(C(=O)c2ccc(C=O)[nH]2)CC1, CCO, O=C1Cc2c(ncnc2Nc2ccc(F)c(Cl)c2)N1. Product: CN1CCN(C(=O)c2ccc(C=C3C(=O)Nc4ncnc(Nc5ccc(F)c(Cl)c5)c43)[nH]2)CC1. As a reaction SMILES: [CH2:36]1[CH2:37][CH2:38][NH:39][CH2:40][CH2:41]1.[CH3:20][N:21]1[CH2:22][CH2:23][N:24]([C:27](=[O:28])[c:29]2[cH:30][cH:31][c:32]([CH:34]=[O:35])[nH:33]2)[CH2:25][CH2:26]1.[CH3:42][CH2:43][OH:44].[Cl:1][c:2]1[cH:3][c:4]([NH:9][c:10]2[c:11]3[c:12]([n:13][cH:14][n:15]2)[NH:16][C:17](=[O:19])[CH2:18]3)[cH:5][cH:6][c:7]1[F:8]>>[Cl:1][c:2]1[cH:3][c:4]([NH:9][c:10]2[c:11]3[c:12]([n:13][cH:14][n:15]2)[NH:16][C:17](=[O:19])[C:18]3=[CH:34][c:32]2[cH:31][cH:30][c:29]([C:27]([N:24]3[CH2:23][CH2:22][N:21]([CH3:20])[CH2:26][CH2:25]3)=[O:28])[nH:33]2)[cH:5][cH:6][c:7]1[F:8]. Yields the product C(C)(=O)N1CC(C2=C(C=C(C(=C12)NC(C(C)(C)C)=O)C)C)CCC(=O)OCC (N-[1-acetyl-3-(2-ethoxycarbonylethyl)-4,6-dimethylindolin-7-yl]-2,2-dimethylpropanamide). Reagents/catalysts: [Pd] (Pd—C), [Pd] (Pd—C). Run in C1=CC=CC=C1 (benzene). Conditions: time 30 minute. As a reaction SMILES: C([O:3][CH3:4])#N.N1[C:13]2[C:8](=[CH:9]C=CC=2)[CH2:7]C1.[C:14]([N:17]1[C:25]2[C:20](=[C:21]([CH3:31])[C:22](Br)=[C:23]([CH3:29])[C:24]=2[N+:26]([O-])=O)[CH:19]([CH2:32][CH2:33][C:34]([O:36][CH2:37][CH3:38])=[O:35])[CH2:18]1)(=[O:16])[CH3:15]>C1C=CC=CC=1.[Pd]>[C:14]([N:17]1[C:25]2[C:20](=[C:21]([CH3:31])[CH:22]=[C:23]([CH3:29])[C:24]=2[NH:26][C:4](=[O:3])[C:8]([CH3:13])([CH3:9])[CH3:7])[CH:19]([CH2:32][CH2:33][C:34]([O:36][CH2:37][CH3:38])=[O:35])[CH2:18]1)(=[O:16])[CH3:15]. Reported procedure: 1.26 (3H, t, J=7.1 Hz, CH2 CH3), 1.60˜2.20 (2H, m, —CH2 CH2 CO2—), 2.00·2.20 (2H, m, —CH2 CH2 CO2—), 2.23 (3H, s, >NCOCH3), 2.44, 2.47 (6H, s×2, —CH3x2), 3.10·3.60 (1H, m, Indoline C3—H), 4.00 (2H, m, Indoline C2—H), 4.10 (2H, q, J=7.1 Hz, —CH2 CH3). (8) 1-Acetyl-5-bromo-3-(2-ethoxycarbonylethyl)-4,6-dimethyl-7-nitro-indoline (2.7 g) was dissolved in benzene (100 ml), and 5% Pd—C. (500 mg) was added, which was followed by catalytic hydrogenation at room temperature under atmospheric pressure. Pd... The reactants are C(#N)OC (NCOCH3), —CH2 CH3, N1CCC2=CC=CC=C12 (Indoline), N1CCC2=CC=CC=C12 (Indoline), C(C)(=O)N1CC(C2=C(C(=C(C(=C12)[N+](=O)[O-])C)Br)C)CCC(=O)OCC (1-Acetyl-5-bromo-3-(2-ethoxycarbonylethyl)-4,6-dimethyl-7-nitro-indoline).